Dataset: the Open Reaction Database (ORD), a public repository of structured organic reaction records. Task: describe an organic reaction: reactants, conditions, products, and yield The reactants are CN(c1cccc2cc(C(=O)O)[nH]c12)S(=O)(=O)c1cccs1, CCN=C=NCCCN(C)C, Cl, CC(C)(C)OC(=O)N1CCC(CN)(SCc2ccccc2)CC1, [Na+], C1CCOC1, O=C([O-])O, On1nnc2ccccc21. Yields the product CN(c1cccc2cc(C(=O)NCC3(SCc4ccccc4)CCN(C(=O)OC(C)(C)C)CC3)[nH]c12)S(=O)(=O)c1cccs1. RXN SMILES: [CH3:1][N:2]([c:3]1[cH:4][cH:5][cH:6][c:7]2[cH:8][c:9]([C:12](=[O:13])[OH:14])[nH:10][c:11]12)[S:15](=[O:16])(=[O:17])[c:18]1[s:19][cH:20][cH:21][cH:22]1.[CH3:57][N:58]([CH3:59])[CH2:60][CH2:61][CH2:62][N:63]=[C:64]=[N:65][CH2:66][CH3:67].[ClH:56].[NH2:23][CH2:24][C:25]1([S:38][CH2:39][c:40]2[cH:41][cH:42][cH:43][cH:44][cH:45]2)[CH2:26][CH2:27][N:28]([C:31](=[O:32])[O:33][C:34]([CH3:35])([CH3:36])[CH3:37])[CH2:29][CH2:30]1.[Na+:68].[O:73]1[CH2:74][CH2:75][CH2:76][CH2:77]1.[OH:69][C:70](=[O:71])[O-:72].[n:46]1([OH:47])[c:48]2[cH:49][cH:50][cH:51][cH:52][c:53]2[n:54][n:55]1>>[CH3:1][N:2]([c:3]1[cH:4][cH:5][cH:6][c:7]2[cH:8][c:9]([C:12](=[O:13])[NH:23][CH2:24][C:25]3([S:38][CH2:39][c:40]4[cH:41][cH:42][cH:43][cH:44][cH:45]4)[CH2:26][CH2:27][N:28]([C:31](=[O:32])[O:33][C:34]([CH3:35])([CH3:36])[CH3:37])[CH2:29][CH2:30]3)[nH:10][c:11]12)[S:15](=[O:16])(=[O:17])[c:18]1[s:19][cH:20][cH:21][cH:22]1. Reactants: C(=O)O (formic acid), COC1=C(N)C(=CC(=C1)C)OC (2,6-dimethoxy-4-methylaniline), C12C(C3CC(CC(C1)C3)C2)=O (2-adamantanone). The solvent is C1(=CC=CC=C1)C (toluene), C1(=CC=CC=C1)C (toluene). Yields the product C12C(C3CC(CC(C1)C3)C2)NC2=C(C=C(C=C2OC)C)OC (N-(2-adamantyl)-2,6-dimethoxy-4-methylaniline). Isolated yield 52.0%. RXN SMILES: [CH3:1][O:2][C:3]1[CH:9]=[C:8]([CH3:10])[CH:7]=[C:6]([O:11][CH3:12])[C:4]=1[NH2:5].C(O)=O.[CH:16]12[CH2:25][CH:20]3[CH2:21][CH:22]([CH2:24][CH:18]([CH2:19]3)[C:17]1=O)[CH2:23]2>C1(C)C=CC=CC=1>[CH:16]12[CH2:25][CH:20]3[CH2:21][CH:22]([CH2:24][CH:18]([CH2:19]3)[CH:17]1[NH:5][C:4]1[C:6]([O:11][CH3:12])=[CH:7][C:8]([CH3:10])=[CH:9][C:3]=1[O:2][CH3:1])[CH2:23]2. Procedure details: 2.1 g of 2,6-dimethoxy-4-methylaniline are dissolved in 10 ml of toluene, 0.5 ml of formic acid is then added to this solution and the mixture is heated to gentle reflux, under inert atmosphere, and 0.93 g of 2-adamantanone, dissolved in 10 ml of toluene, is added dropwise at this temperature. The reaction mixture is heated at reflux for 48 hours, is then evaporated to dryness and the residue is taken up in 30 ml of 2N hydrochloric acid. The insoluble white crystals are filtered and discarded. T...